Task: describe an organic reaction: reactants, conditions, products, and yield. Dataset: the Open Reaction Database (ORD), a public repository of structured organic reaction records The reactants are C(C1=CC=CC=C1)(C1=CC=CC=C1)=N[C@H](C(=O)O)CC(CC)C ((S)-2-(benzhydrylidene-amino)-4-methyl-hexanoic acid), Cl (hydrochloric acid), O1CCCC1 (tetrahydrofuran). Conditions: time 1.5 hour. Product: Cl.C(C)OC([C@H](CC(CC)C)N)=O ((S)-2-amino-4-methyl-hexanoic acid ethyl ester hydrochloride). Yield: 73.0%. RXN SMILES: C(=[N:14][C@@H:15]([CH2:19][CH:20]([CH3:23])[CH2:21][CH3:22])[C:16]([OH:18])=[O:17])(C1C=CC=CC=1)C1C=CC=CC=1.[ClH:24].O1CC[CH2:27][CH2:26]1>>[ClH:24].[CH2:26]([O:18][C:16](=[O:17])[C@@H:15]([NH2:14])[CH2:19][CH:20]([CH3:23])[CH2:21][CH3:22])[CH3:27] |f:3.4|. Procedure details: A solution of (S)-2-(benzhydrylidene-amino)-4-methyl-hexanoic acid (5.09 g, 15.1 mmol) in tetrahydrofuran (100 mL) was treated with a 2N aqueous hydrochloric acid solution (50 mL) and stirred at room temperature for 1.5 hr. The mixture was concentrated in vacuo and the residue partitioned between methyl t-butyl ether and water. The layers were separated and the aqueous phase was washed with methyl t-butyl ether. The organic phases were discarded and the aqueous phase neutralized with a 1N aqueou... Starting materials: ClC=1N=C(C2=C(N1)SC(=C2)C=O)N2CCOCC2 (2-chloro-4-morpholin-4-yl-thieno[2,3-d]pyrimidine-6-carbaldehyde), CN(C(=O)C1CCNCC1)C (piperidine-4-carboxylic acid dimethylamide). Product: CN(C(=O)C1CCN(CC1)CC1=CC2=C(N=C(N=C2N2CCOCC2)Cl)S1)C (1-(2-chloro-4-morpholin-4-yl-thieno[2,3-d]pyrimidin-6-ylmethyl)-piperidine-4-carboxylic acid dimethylamide). Reaction SMILES: [Cl:1][C:2]1[N:3]=[C:4]([N:13]2[CH2:18][CH2:17][O:16][CH2:15][CH2:14]2)[C:5]2[CH:10]=[C:9]([CH:11]=O)[S:8][C:6]=2[N:7]=1.[CH3:19][N:20]([CH3:29])[C:21]([CH:23]1[CH2:28][CH2:27][NH:26][CH2:25][CH2:24]1)=[O:22]>>[CH3:19][N:20]([CH3:29])[C:21]([CH:23]1[CH2:24][CH2:25][N:26]([CH2:11][C:9]2[S:8][C:6]3[N:7]=[C:2]([Cl:1])[N:3]=[C:4]([N:13]4[CH2:18][CH2:17][O:16][CH2:15][CH2:14]4)[C:5]=3[CH:10]=2)[CH2:27][CH2:28]1)=[O:22]. Reported procedure: Reaction between 2-chloro-4-morpholin-4-yl-thieno[2,3-d]pyrimidine-6-carbaldehyde (General Procedure D-2) and piperidine-4-carboxylic acid dimethylamide (Example 42) using General Procedure B-3 yielded 1-(2-chloro-4-morpholin-4-yl-thieno[2,3-d]pyrimidin-6-ylmethyl)-piperidine-4-carboxylic acid dimethylamide. Starting materials: BrC1=CC2=C(N=C(N=C2C)SC)N(C1=O)C1CCCC1 (6-bromo-8-cyclopentyl-4-methyl-2-(methylthio)pyrido[2,3-d]pyrimidin-7(8H)-one), COCOCCN1N=CC(=C1)B1OC(C(O1)(C)C)(C)C (1-(2-(methoxymethoxy)ethyl)-4-(4,4,5,5-tetramethyl-1,3,2-dioxaborolan-2-yl)-1H-pyrazole), C([O-])([O-])=O.[K+].[K+] (potassium carbonate). Reagents/catalysts: C1(=CC=CC=C1)P(C1=CC=CC=C1)C1=CC=CC=C1.C1(=CC=CC=C1)P(C1=CC=CC=C1)C1=CC=CC=C1.C1(=CC=CC=C1)P(C1=CC=CC=C1)C1=CC=CC=C1.C1(=CC=CC=C1)P(C1=CC=CC=C1)C1=CC=CC=C1.[Pd] (palladium (0) tetrakis(triphenylphosphine)). Solvent: CN(C)C=O (DMF). Reaction conditions: temperature 100 celsius. The product is C1(CCCC1)N1C(C(=CC2=C1N=C(N=C2C)SC)C=2C=NN(C2)CCOCOC)=O (8-Cyclopentyl-6-(1-(2-(methoxymethoxy)ethyl)-1H-pyrazol-4-yl)-4-methyl-2-(methylthio)pyrido[2,3-d]pyrimidin-7(8H)-one), solid. Isolated yield 86.0%. As a reaction SMILES: Br[C:2]1[C:14](=[O:15])[N:13]([CH:16]2[CH2:20][CH2:19][CH2:18][CH2:17]2)[C:5]2[N:6]=[C:7]([S:11][CH3:12])[N:8]=[C:9]([CH3:10])[C:4]=2[CH:3]=1.[CH3:21][O:22][CH2:23][O:24][CH2:25][CH2:26][N:27]1[CH:31]=[C:30](B2OC(C)(C)C(C)(C)O2)[CH:29]=[N:28]1.C(=O)([O-])[O-].[K+].[K+]>C1(P(C2C=CC=CC=2)C2C=CC=CC=2)C=CC=CC=1.C1(P(C2C=CC=CC=2)C2C=CC=CC=2)C=CC=CC=1.C1(P(C2C=CC=CC=2)C2C=CC=CC=2)C=CC=CC=1.C1(P(C2C=CC=CC=2)C2C=CC=CC=2)C=CC=CC=1.[Pd].CN(C=O)C>[CH:16]1([N:13]2[C:5]3[N:6]=[C:7]([S:11][CH3:12])[N:8]=[C:9]([CH3:10])[C:4]=3[CH:3]=[C:2]([C:30]3[CH:29]=[N:28][N:27]([CH2:26][CH2:25][O:24][CH2:23][O:22][CH3:21])[CH:31]=3)[C:14]2=[O:15])[CH2:20][CH2:19][CH2:18][CH2:17]1 |f:2.3.4,5.6.7.8.9|. Reported procedure: To a solution of 6-bromo-8-cyclopentyl-4-methyl-2-(methylthio)pyrido[2,3-d]pyrimidin-7(8H)-one (200 mg, 0.56 mmol), 1-(2-(methoxymethoxy)ethyl)-4-(4,4,5,5-tetramethyl-1,3,2-dioxaborolan-2-yl)-1H-pyrazole (239 mg, 1.5 equiv), palladium (0) tetrakis(triphenylphosphine) (6.13 mg, 0.05 equiv.), DMF (2 mL) in a 5 mL microwave vial was added potassium carbonate (3 M, 3.0 equiv). The solution was degassed with N2 for 10 min before being capped and heated in the microwave reactor for 30 min. at 100° C. ... The reactants are BrC1=CN=C2N1N=C(C=C2)Cl (3-bromo-6-chloroimidazo[1,2-b]pyridazine), C(#N)C=1C=C(C=CC1)B(O)O (3-(cyano)phenylboronic acid), C(=O)([O-])[O-].[K+].[K+] (K2CO3). The reagents and catalysts are C=1C=CC(=CC1)[P](C=2C=CC=CC2)(C=3C=CC=CC3)[Pd]([P](C=4C=CC=CC4)(C=5C=CC=CC5)C=6C=CC=CC6)([P](C=7C=CC=CC7)(C=8C=CC=CC8)C=9C=CC=CC9)[P](C=1C=CC=CC1)(C=1C=CC=CC1)C=1C=CC=CC1 (Pd(PPh3)4). The solvent is O1CCOCC1.O (dioxane H2O). Reaction conditions: temperature 110 celsius, time 3 hour. The product is ClC=1C=CC=2N(N1)C(=CN2)C=2C=C(C#N)C=CC2 (3-(6-chloroimidazo[1,2-b]pyridazin-3-yl)benzonitrile). The yield is 54.8%. Reaction SMILES: Br[C:2]1[N:6]2[N:7]=[C:8]([Cl:11])[CH:9]=[CH:10][C:5]2=[N:4][CH:3]=1.[C:12]([C:14]1[CH:15]=[C:16](B(O)O)[CH:17]=[CH:18][CH:19]=1)#[N:13].C([O-])([O-])=O.[K+].[K+]>O1CCOCC1.O.C1C=CC([P]([Pd]([P](C2C=CC=CC=2)(C2C=CC=CC=2)C2C=CC=CC=2)([P](C2C=CC=CC=2)(C2C=CC=CC=2)C2C=CC=CC=2)[P](C2C=CC=CC=2)(C2C=CC=CC=2)C2C=CC=CC=2)(C2C=CC=CC=2)C2C=CC=CC=2)=CC=1>[Cl:11][C:8]1[CH:9]=[CH:10][C:5]2[N:6]([C:2]([C:18]3[CH:19]=[C:14]([CH:15]=[CH:16][CH:17]=3)[C:12]#[N:13])=[CH:3][N:4]=2)[N:7]=1 |f:2.3.4,5.6,^1:39,41,60,79|. Procedure: To a solution of 3-bromo-6-chloroimidazo[1,2-b]pyridazine (2 g, 8.6 mmol) and 3-(cyano)phenylboronic acid (1.26 g, 8.6 mmol) in dioxane/H2O (100 mL, 4:1) was added K2CO3 (2.38 g, 17.2 mmol) and Pd(PPh3)4 (0.19 g, 0.172 mmol), the mixture was stirred at 110° C. for 3 h. The solution was concentrated and partitioned in EtOAc/H2O. The aqueous layer was washed with EtOAc (50 mL) 3 times. The collected organic layers were dried over Na2SO4, concentrated and purified by column chromatography to give c... The product is C(C)N(C1=NC(=NC2=CC(=C(C=C12)N1CCCCC1)F)N1N=CC(=C1)C(=O)O)CC (1-(4-(Diethylamino)-7-fluoro-6-(piperidin-1-yl)quinazolin-2-yl)-1H-pyrazole-4-carboxylic acid). Reported procedure: The above compound may be made analogous to Example 1 using ethyl 1-(7-fluoro-4-oxo-6-(piperidin-1-yl)-3,4-dihydroquinazolin-2-yl)-1H-pyrazole-4-carboxylate in step D and diethylamine in step E. MS (ESI): predicted mass calcd. for C21H25FN6O2, 412.2 As a reaction SMILES: [F:1][C:2]1[CH:11]=[C:10]2[C:5]([C:6](=O)[NH:7][C:8]([N:12]3[CH:16]=[C:15]([C:17]([O:19]CC)=[O:18])[CH:14]=[N:13]3)=[N:9]2)=[CH:4][C:3]=1[N:23]1[CH2:28][CH2:27][CH2:26][CH2:25][CH2:24]1.[CH2:29]([NH:31][CH2:32][CH3:33])[CH3:30]>>[CH2:29]([N:31]([CH2:32][CH3:33])[C:6]1[C:5]2[C:10](=[CH:11][C:2]([F:1])=[C:3]([N:23]3[CH2:28][CH2:27][CH2:26][CH2:25][CH2:24]3)[CH:4]=2)[N:9]=[C:8]([N:12]2[CH:16]=[C:15]([C:17]([OH:19])=[O:18])[CH:14]=[N:13]2)[N:7]=1)[CH3:30]. Reactants: FC1=C(C=C2C(NC(=NC2=C1)N1N=CC(=C1)C(=O)OCC)=O)N1CCCCC1 (ethyl 1-(7-fluoro-4-oxo-6-(piperidin-1-yl)-3,4-dihydroquinazolin-2-yl)-1H-pyrazole-4-carboxylate), C(C)NCC (diethylamine). The reactants are C(CCC)C1(C(C(=C(C2=CC(=CC=C12)F)O)C1=NS(C2=C(N1)C=CC(=C2)C=C)(=O)=O)=O)CCCC (1,1-dibutyl-3-(1,1-dioxido-7-vinyl-4H-1,2,4-benzothiadiazin-3-yl)-6-fluoro-4-hydroxynaphthalen-2(1 H)-one), I(=O)(=O)(=O)[O-].[Na+] (sodium periodate). The reagents and catalysts are [Os](=O)(=O)(=O)=O (osmium tetroxide). Run in O1CCOCC1 (dioxane), O (water), C(C)(C)(C)O (t-butanol), O (water), [Cl-].[NH4+] (ammonium chloride). Conditions: time 24 hour. Product: C(CCC)C1(C(C(=C(C2=CC(=CC=C12)F)O)C1=NS(C2=C(N1)C=CC(=C2)C=O)(=O)=O)=O)CCCC (3-(4,4-dibutyl-7-fluoro-1-hydroxy-3-oxo-3,4-dihydronaphthalen-2-yl)-4H-1,2,4-benzothiadiazine-7-carbaldehyde 1,1-dioxide). Isolated yield 94.3%. Reaction SMILES: [CH2:1]([C:5]1([CH2:32][CH2:33][CH2:34][CH3:35])[C:14]2[C:9](=[CH:10][C:11]([F:15])=[CH:12][CH:13]=2)[C:8]([OH:16])=[C:7]([C:17]2[NH:22][C:21]3[CH:23]=[CH:24][C:25]([CH:27]=C)=[CH:26][C:20]=3[S:19](=[O:30])(=[O:29])[N:18]=2)[C:6]1=[O:31])[CH2:2][CH2:3][CH3:4].I([O-])(=O)(=O)=[O:37].[Na+]>O1CCOCC1.O.C(O)(C)(C)C.[Cl-].[NH4+].[Os](=O)(=O)(=O)=O>[CH2:32]([C:5]1([CH2:1][CH2:2][CH2:3][CH3:4])[C:14]2[C:9](=[CH:10][C:11]([F:15])=[CH:12][CH:13]=2)[C:8]([OH:16])=[C:7]([C:17]2[NH:22][C:21]3[CH:23]=[CH:24][C:25]([CH:27]=[O:37])=[CH:26][C:20]=3[S:19](=[O:30])(=[O:29])[N:18]=2)[C:6]1=[O:31])[CH2:33][CH2:34][CH3:35] |f:1.2,6.7|. Reported procedure: A solution of the compound of Example 21A (52 mg, 0.10 mmol) in dioxane (2 mL) and water (200 μL) was treated with a solution of osmium tetroxide in t-butanol (2.5% (wt/vol), 200 μL) and sodium periodate (45 mg, 0.21 mmol) followed by stirring at ambient temperature for 24 h. The mixture was diluted with water and saturated ammonium chloride solution. The mixture was extracted with ethyl acetate and the organic layer washed with water and saturated NaCl solution. Drying (Na2SO4) and concentratio...